Task: describe an organic reaction: reactants, conditions, products, and yield. Dataset: the Open Reaction Database (ORD), a public repository of structured organic reaction records Reactants: ice, Cl (HCl), NC1=C(C#N)C=CC=C1 (2-aminobenzonitrile), [Mg] (magnesium), BrC1=CC(=CC=C1)C (1-bromo-3-methylbenzene), [OH-].[Na+] (NaOH), [Br-] (bromide). The reagents and catalysts are BrC(C)Br (dibromoethane). Solvent: C(C)OCC (diethyl ether), C(C)OCC (diethyl ether), C(=O)(O)[O-].[Na+] (NaHCO3), C(C)OCC (diethyl ether). Reaction conditions: temperature 60 celsius, time 3 hour. Yields the product NC1=C(C=CC=C1)C(=O)C=1C=C(C=CC1)C ((2-Aminophenyl)(m-tolyl)methanone). Reaction SMILES: [Mg].Br[C:3]1[CH:8]=[CH:7][CH:6]=[C:5]([CH3:9])[CH:4]=1.[Br-].[NH2:11][C:12]1[CH:19]=[CH:18][CH:17]=[CH:16][C:13]=1[C:14]#N.Cl.[OH-:21].[Na+]>BrC(Br)C.C(OCC)C.C([O-])(O)=O.[Na+]>[NH2:11][C:12]1[CH:19]=[CH:18][CH:17]=[CH:16][C:13]=1[C:14]([C:3]1[CH:4]=[C:5]([CH3:9])[CH:6]=[CH:7][CH:8]=1)=[O:21] |f:5.6,9.10|. Procedure details: To a 250 mL round-bottomed flask charged with magnesium (0.947 g, 39.0 mmol) and diethyl ether (50.0 ml) was added 2 drops of dibromoethane. The reaction mixture was heated to 60° C. for 5 min and then removed from the heat. Next, 1-bromo-3-methylbenzene (5 g, 29.2 mmol) in diethyl ether (50 ml) was added slowly in portions until reflux was achieved. The remaining bromide was added dropwise to maintain reflux. After the addition, the reaction mixture was refluxed for 3 hrs. Next, 2-aminobenzonit... Reaction conditions: time 8 hour. Starting materials: FC1=NC=C2C=CC(N(C2=C1)CC)=O (7-fluoro-1-ethyl-1H-[1,6]naphthyridin-2-one), NC1=CC=CC=C1 (aniline), C(C)(C)[N-]C(C)C.[Li+] (lithium diisopropylamide). Procedure: A stirred solution of (XV, where R2 is ethyl) (100 mg, 0.52 mmol) and aniline (120 mg, 1.3 mmol) in THF (5.0 mL) under nitrogen at -78° C. was treated with a solution (1.2 mL, 1.8 mmol) of lithium diisopropylamide (1.5 M in cyclohexane), then the temperature was allowed to rise slowly to 20° C. overnight. The resulting solution was treated with 3 drops of glacial acetic acid and concentrated to a brown residue that was purified by silica gel chromatography eluting with EtOAc. The product fractio... Solvent: C1CCOC1 (THF). RXN SMILES: F[C:2]1[CH:11]=[C:10]2[C:5]([CH:6]=[CH:7][C:8](=[O:14])[N:9]2[CH2:12][CH3:13])=[CH:4][N:3]=1.[NH2:15][C:16]1[CH:21]=[CH:20][CH:19]=[CH:18][CH:17]=1.C([N-]C(C)C)(C)C.[Li+]>C1COCC1.C(O)(=O)C>[CH2:12]([N:9]1[C:10]2[C:5](=[CH:4][N:3]=[C:2]([NH:15][C:16]3[CH:21]=[CH:20][CH:19]=[CH:18][CH:17]=3)[CH:11]=2)[CH:6]=[CH:7][C:8]1=[O:14])[CH3:13] |f:2.3|. Reagents/catalysts: C(C)(=O)O (acetic acid). Yields the product C(C)N1C(C=CC2=CN=C(C=C12)NC1=CC=CC=C1)=O (1-ethyl-7-phenylamino-1H -[1,6]naphthyridin-2-one). Yield: 24.0%. Starting materials: aryl bromide, ketone, CC1CCC2=CC=CC=C2C1=O (2-methyl-α-tetralone), C=1C=CC(=CC1)P(C=2C=CC=CC2)C3=CC=C4C=CC=CC4=C3C5=C6C=CC=CC6=CC=C5P(C=7C=CC=CC7)C=8C=CC=CC8 (BINAP). The solvent is C1(=CC=CC=C1)C (toluene). The product is CC1=C(C2=CC=CC=C2C=C1)O (2-methyl-1-naphthol), biaryls. As a reaction SMILES: [CH3:1][CH:2]1[C:11](=[O:12])[C:10]2[C:5](=[CH:6][CH:7]=[CH:8][CH:9]=2)[CH2:4][CH2:3]1.C1C=CC(P(C2C(C3C(P(C4C=CC=CC=4)C4C=CC=CC=4)=CC=C4C=3C=CC=C4)=C3C(C=CC=C3)=CC=2)C2C=CC=CC=2)=CC=1>C1(C)C=CC=CC=1>[CH3:1][C:2]1[CH:3]=[CH:4][C:5]2[C:10](=[CH:9][CH:8]=[CH:7][CH:6]=2)[C:11]=1[OH:12]. Reported procedure: We found that both the yield and the enantioselectivity of the arylation of 2-methyl-α-tetralone could be brought to good levels by running the arylation using 10-20 mol % Pd(0)/12-24 mol % BINAP in toluene at 100° C.8,9 It was found that an excess of aryl bromide was necessary to ensure complete conversion of the ketone; 2-methyl-1-naphthol, biaryls, and compounds resulting from aldol condensation were formed as side-products. In some reactions, the α-phenylated ketone was also observed as a si...